Task: describe an organic reaction: reactants, conditions, products, and yield. Dataset: the Open Reaction Database (ORD), a public repository of structured organic reaction records The reactants are CC(C)(C)OC(=O)CC(NS(=O)(=O)c1ccc([N+](=O)[O-])cc1OCc1ccccc1)C(N)=O, C1CCOC1. Yields the product CC(C)(C)OC(=O)CC(NS(=O)(=O)c1ccc(N)cc1OCc1ccccc1)C(N)=O. Reaction SMILES: [C:1]([CH3:2])([CH3:3])([CH3:4])[O:5][C:6]([CH2:7][CH:8]([C:9](=[O:10])[NH2:11])[NH:12][S:13](=[O:14])(=[O:15])[c:16]1[c:17]([O:25][CH2:26][c:27]2[cH:28][cH:29][cH:30][cH:31][cH:32]2)[cH:18][c:19]([N+:22]([O-:23])=[O:24])[cH:20][cH:21]1)=[O:33].[CH2:34]1[O:35][CH2:36][CH2:37][CH2:38]1>>[C:1]([CH3:2])([CH3:3])([CH3:4])[O:5][C:6]([CH2:7][CH:8]([C:9](=[O:10])[NH2:11])[NH:12][S:13](=[O:14])(=[O:15])[c:16]1[c:17]([O:25][CH2:26][c:27]2[cH:28][cH:29][cH:30][cH:31][cH:32]2)[cH:18][c:19]([NH2:22])[cH:20][cH:21]1)=[O:33].